From a dataset of the Open Reaction Database (ORD), a public repository of structured organic reaction records. describe an organic reaction: reactants, conditions, products, and yield Reactants: COC=1C=C2CCCC(C2=CC1)=O (6-Methoxytetralone), BrBr (bromine). Run in CCOCC (ether). Product: BrC1C(C2=CC=C(C=C2CC1)OC)=O (2-Bromo-6-methoxytetralone). RXN SMILES: [CH3:1][O:2][C:3]1[CH:4]=[C:5]2[C:10](=[CH:11][CH:12]=1)[C:9](=[O:13])[CH2:8][CH2:7][CH2:6]2.[Br:14]Br>CCOCC>[Br:14][CH:8]1[CH2:7][CH2:6][C:5]2[C:10](=[CH:11][CH:12]=[C:3]([O:2][CH3:1])[CH:4]=2)[C:9]1=[O:13]. Procedure details: 6-Methoxytetralone (2.0 g, 11.4 mmol) and bromine (0.6 ml, 11.7 mmol) were refluxed in ether (50 ml) for 30 minutes. The reaction mixture was cooled, concentrated, the residue partitioned between ethyl acetate and dilute NaHSO3. The organic layer was washed with saturated NaHCO3 and water, dried over CaSO4, and concentrated to an oil (2.83 g, 100%); 1H-NMR 8.03 (d, J=9.0Hz, 1H), 6.84 (dd, J1 =9.0 Hz, J2 =2.7 Hz, 1H), 6.69 (d, J=2.3 Hz, 1H), 4.66 (t, J=4.1Hz, 1H), 3.84 (s,3H), 3.20-3.30 (m, 1H), ...